The task is: describe an organic reaction: reactants, conditions, products, and yield. This data is from the Open Reaction Database (ORD), a public repository of structured organic reaction records. The reactants are BrC=1SC(=C(N1)C)C(=O)OCC (ethyl 2-bromo-4-methyl-5-thiazolecarboxylate), C1(=CC=CC=C1)S (thiophenol), C([O-])([O-])=O.[K+].[K+] (potassium carbonate). Run in CN(C=O)C (dimethylformamide). Run at temperature 80 celsius, time 4 hour. Yields the product C1(=CC=CC=C1)SC=1SC(=C(N1)C)C(=O)OCC (ethyl 2-phenylthio-4-methyl-5-thiazolecarboxylate). The yield is 98.5%. Reaction SMILES: Br[C:2]1[S:3][C:4]([C:8]([O:10][CH2:11][CH3:12])=[O:9])=[C:5]([CH3:7])[N:6]=1.[C:13]1([SH:19])[CH:18]=[CH:17][CH:16]=[CH:15][CH:14]=1.C(=O)([O-])[O-].[K+].[K+]>CN(C)C=O>[C:13]1([S:19][C:2]2[S:3][C:4]([C:8]([O:10][CH2:11][CH3:12])=[O:9])=[C:5]([CH3:7])[N:6]=2)[CH:18]=[CH:17][CH:16]=[CH:15][CH:14]=1 |f:2.3.4|. Reported procedure: A suspension of ethyl 2-bromo-4-methyl-5-thiazolecarboxylate (22 g), thiophenol (10.75 g) and potassium carbonate powder (24.3 g) in dimethylformamide (100 ml) is stirred for 4 hours at 80° C. The reaction mixture is treated in the same manner as in Example 1 to give ethyl 2-phenylthio-4-methyl-5-thiazolecarboxylate (24.2 g) boiling at 160°-161° C at 1 mmHg. The reactants are O=C(CC=O)[C@H](C)C1=CC=C(C=C1)NC=1SC=C(N1)C(F)(F)F ((4R)-3-oxo-4-(4-{[4-(trifluoromethyl)-1,3-thiazol-2-yl]amino}phenyl)pentanal), O.NN (hydrazine monohydrate). Run in CCO.C1CCOC1 (EtOH THF). The product is N1N=CC=C1[C@H](C)C1=CC=C(C=C1)NC=1SC=C(N1)C(F)(F)F (N-{4-[(1R)-1-(1H-pyrazol-5-yl)ethyl]phenyl}-4-(trifluoromethyl)-1,3-thiazol-2-amine). Isolated yield 58.3%. RXN SMILES: O=[C:2]([C@@H:6]([C:8]1[CH:13]=[CH:12][C:11]([NH:14][C:15]2[S:16][CH:17]=[C:18]([C:20]([F:23])([F:22])[F:21])[N:19]=2)=[CH:10][CH:9]=1)[CH3:7])[CH2:3][CH:4]=O.O.[NH2:25][NH2:26]>CCO.C1COCC1>[NH:25]1[C:2]([C@@H:6]([C:8]2[CH:13]=[CH:12][C:11]([NH:14][C:15]3[S:16][CH:17]=[C:18]([C:20]([F:23])([F:22])[F:21])[N:19]=3)=[CH:10][CH:9]=2)[CH3:7])=[CH:3][CH:4]=[N:26]1 |f:1.2,3.4|. Reported procedure: To a cooled (−78° C.) solution of the ester (1.16 g, 3 mmol) in dry CH2Cl2 (20 ml) under argon atmosphere DIBAH (1M in hexanes, 3.6 ml) was added dropwise over 15 min via syringe; once the addition was complete, the resulting solution was stirred at −78° C. for 1 h. The reaction was quenched pouring the cold solution into a saturated NH4Cl solution (10 m). 1M HCl (10 ml) was added and the biphasic mixture was stirred vigorously for 10 min. The layers were separated and the organic one was washed... Reactants: FC=1C(=C(C=NC1)C=1C=C2CCCN(C2=NC1)C(=O)N)[C@H](C)O (6-[5-fluoro-4-((S)-1-hydroxy-ethyl)-pyridin-3-yl]-3,4-dihydro-2H-[1,8]naphthyridine-1-carboxylic acid amide), FC=1C(=C(C=NC1)C=1C=C2CCCN(C2=NC1)C(=O)N)[C@H](C)O (6-[5-fluoro-4-((S)-1-hydroxy-ethyl)-pyridin-3-yl]-3,4-dihydro-2H-[1,8]naphthyridine-1-carboxylic acid amide), CC(=O)OI1(C=2C=CC=CC2C(=O)O1)(OC(=O)C)OC(=O)C (Dess-Martin periodinane). The solvent is ClCCl (dichloromethane). The product is C(C)(=O)C1=C(C=NC=C1F)C=1C=C2CCCN(C2=NC1)C(=O)N (6-(4-Acetyl-5-fluoro-pyridin-3-yl)-3,4-dihydro-2H-[1,8]naphthyridine-1-carboxylic acid amide). The yield is 79.5%. RXN SMILES: [F:1][C:2]1[C:3]([C@@H:21]([OH:23])[CH3:22])=[C:4]([C:8]2[CH:9]=[C:10]3[C:15](=[N:16][CH:17]=2)[N:14]([C:18]([NH2:20])=[O:19])[CH2:13][CH2:12][CH2:11]3)[CH:5]=[N:6][CH:7]=1.CC(OI1(OC(C)=O)(OC(C)=O)OC(=O)C2C=CC=CC1=2)=O>ClCCl>[C:21]([C:3]1[C:2]([F:1])=[CH:7][N:6]=[CH:5][C:4]=1[C:8]1[CH:9]=[C:10]2[C:15](=[N:16][CH:17]=1)[N:14]([C:18]([NH2:20])=[O:19])[CH2:13][CH2:12][CH2:11]2)(=[O:23])[CH3:22]. Reported procedure: To a solution of 6-[5-fluoro-4-((S)-1-hydroxy-ethyl)-pyridin-3-yl]-3,4-dihydro-2H-[1,8]naphthyridine-1-carboxylic acid amide (100 mg, 0.3 mmol, Compound 34, Example 16) in 5 mL of dichloromethane is added Dess-Martin periodinane (135 mg, 0.3 mmol, 1 eq.). The reaction is stirred at room temperature until the reaction is complete. The reaction mixture is filtered through diatomaceous earth and the filtrate is concentrated. The crude reaction product is purified by flash column chromatography to g... As a reaction SMILES: [CH3:24][CH2:25][OH:26].[Cl:1][c:2]1[c:3](-[c:12]2[cH:13][cH:14][c:15](-[c:18]3[cH:19][cH:20][cH:21][cH:22][cH:23]3)[cH:16][cH:17]2)[cH:4][c:5]([N+:9]([O-:10])=[O:11])[c:6]([NH2:8])[cH:7]1.[ClH:27]>>[Cl:1][c:2]1[c:3](-[c:12]2[cH:13][cH:14][c:15](-[c:18]3[cH:19][cH:20][cH:21][cH:22][cH:23]3)[cH:16][cH:17]2)[cH:4][c:5]([NH2:9])[c:6]([NH2:8])[cH:7]1. The reactants are CCO, Nc1cc(Cl)c(-c2ccc(-c3ccccc3)cc2)cc1[N+](=O)[O-], Cl. Yields the product Nc1cc(Cl)c(-c2ccc(-c3ccccc3)cc2)cc1N.